From a dataset of the Open Reaction Database (ORD), a public repository of structured organic reaction records. describe an organic reaction: reactants, conditions, products, and yield Reactants: CN(C)C(=[N+](C)C)ON1C2=C(C=CC=C2)N=N1.[B-](F)(F)(F)F (TBTU), CC1=NOC(=C1C(=O)O)CC(C1=CC=CC=C1)=O (3-methyl-5-(2-oxo-2-phenylethyl)isoxazole-4-carboxylic acid), C(C)N(C(C)C)C(C)C (N-ethyl-N-isopropylpropan-2-amine), C1(=CC=CC=C1)C1CNCC1 (3-phenylpyrrolidine). Solvent: CN(C)C=O (DMF), CN(C)C=O (DMF), C(Cl)(Cl)Cl (Chloroform). The product is CC1=NOC(=C1C(=O)N1CC(CC1)C1=CC=CC=C1)CC(=O)C1=CC=CC=C1 (2-{3-methyl-4-[(3-phenylpyrrolidin-1-yl)carbonyl]isoxazol-5-yl}-1-phenylethanone). As a reaction SMILES: CN(C(ON1N=NC2C=CC=CC1=2)=[N+](C)C)C.[B-](F)(F)(F)F.[CH3:23][C:24]1[C:28]([C:29]([OH:31])=O)=[C:27]([CH2:32][C:33](=[O:40])[C:34]2[CH:39]=[CH:38][CH:37]=[CH:36][CH:35]=2)[O:26][N:25]=1.C(N(C(C)C)C(C)C)C.[C:50]1([CH:56]2[CH2:60][CH2:59][NH:58][CH2:57]2)[CH:55]=[CH:54][CH:53]=[CH:52][CH:51]=1>CN(C=O)C.C(Cl)(Cl)Cl>[CH3:23][C:24]1[C:28]([C:29]([N:58]2[CH2:59][CH2:60][CH:56]([C:50]3[CH:55]=[CH:54][CH:53]=[CH:52][CH:51]=3)[CH2:57]2)=[O:31])=[C:27]([CH2:32][C:33]([C:34]2[CH:39]=[CH:38][CH:37]=[CH:36][CH:35]=2)=[O:40])[O:26][N:25]=1 |f:0.1|. Procedure: A solution of TBTU (0.48 g, 1.5 mmol, 1.5 eq.) in DMF (2 mL) was added to a mixture of 3-methyl-5-(2-oxo-2-phenylethyl)isoxazole-4-carboxylic acid (0.24 g, 1 mmol, 1 eq), N-ethyl-N-isopropylpropan-2-amine (0.18 mL, 1 eq) and 3-phenylpyrrolidine (0.15 g, 1 eq) in DMF (1 mL). The resulting solution was stirred at room temperature. Chloroform (25 mL) was added and the solution was washed with water and 1 M HCl, dried (Na2SO4) and evaporated. The residue was purified by flash chromatography (SiO2 1:... Reactants: C(CCl)Cl (EDC), OC1=CC=C(C=CC(=O)O)C=C1 (4-hydroxy cinnamic acid), Cl.NCCC1=CNC2=CC=CC=C12 (tryptamine hydrochloride), C(C)(=O)OCC (ethyl acetate). Solvent: CCCCCC (hexane). Yields the product N1C=C(C2=CC=CC=C12)CCNC(\C=C\C1=CC=C(C=C1)O)=O ((E)-N-(2-(1H-indol-3-yl)ethyl)-3-(4-hydroxyphenyl) acrylamide), solid. Yield: 64.0%. Reaction SMILES: [OH:1][C:2]1[CH:12]=[CH:11][C:5]([CH:6]=[CH:7][C:8]([OH:10])=O)=[CH:4][CH:3]=1.Cl.[NH2:14][CH2:15][CH2:16][C:17]1[C:25]2[C:20](=[CH:21][CH:22]=[CH:23][CH:24]=2)[NH:19][CH:18]=1.C(Cl)CCl.C(OCC)(=O)C>CCCCCC>[NH:19]1[C:20]2[C:25](=[CH:24][CH:23]=[CH:22][CH:21]=2)[C:17]([CH2:16][CH2:15][NH:14][C:8](=[O:10])/[CH:7]=[CH:6]/[C:5]2[CH:4]=[CH:3][C:2]([OH:1])=[CH:12][CH:11]=2)=[CH:18]1 |f:1.2|. Procedure details: (E)-N-(2-(1H-indol-3-yl)ethyl)-3-(4-hydroxyphenyl) acrylamide (2e) was synthesized by the condensation of 4-hydroxy cinnamic acid (150 mg, 0.914 mmol) and tryptamine hydrochloride (215 mg, 1.09 mmol) using standard EDC coupling method. 2e was isolated as yellowish solid (178 mg, 64%) by elution with 45% ethyl acetate in hexane. Rf: 0.593 (80% ethyl acetate in hexane); mp: 135-138° C.; Starting materials: N[C@@H](CC(C)C)C(=O)N[C@@H](CCSC)C(=O)O (leucyl-methionine), C([O-])(O)=O.[Na+] (sodium bicarbonate), Cl.N1C=NC=2N=CNC2C1=O (hypoxanthine hydrochloride). Solvent: O (water), C1(=CC=CC=C1)C (toluene). Yields the product N1C=NC=2N(C=NC2C1=O)CCCCCOC(=O)N[C@@H](CC(C)C)C(=O)N[C@@H](CCSC)C(=O)O (N-[N-[5-(hypoxanthin-9-yl)pentyloxycarbonyl]-L-leucyl]-L-methionine). Reaction SMILES: [NH2:1][C@H:2]([C:7]([NH:9][C@H:10]([C:15]([OH:17])=[O:16])[CH2:11][CH2:12][S:13][CH3:14])=[O:8])[CH2:3][CH:4]([CH3:6])[CH3:5].[C:18](=[O:21])(O)[O-:19].[Na+].Cl.[NH:24]1[C:32](=[O:33])[C:31]2[NH:30][CH:29]=[N:28][C:27]=2[N:26]=[CH:25]1>O.C1(C)C=CC=CC=1>[NH:24]1[C:32](=[O:33])[C:31]2[N:30]=[CH:29][N:28]([CH2:7][CH2:2][CH2:3][CH2:4][CH2:5][O:19][C:18]([NH:1][C@H:2]([C:7]([NH:9][C@H:10]([C:15]([OH:17])=[O:16])[CH2:11][CH2:12][S:13][CH3:14])=[O:8])[CH2:3][CH:4]([CH3:6])[CH3:5])=[O:21])[C:27]=2[N:26]=[CH:25]1 |f:1.2,3.4|. Procedure details: 0.850 g (0.0032 mole) of leucyl-methionine and 0.824 g (0.0096 mole) of sodium bicarbonate were dissolved in 40 ml of bidistilled water, in a 150 ml flask. To the resulting aqueous solution, having pH=8, a suspension of 1.05 g (0.0032 mole) of 9-[5-chlorocarbonyloxy)pentyl]hypoxanthine hydrochloride in 40 ml of toluene was added in ice bath. Procedure: To a solution of 1-tert-butoxycarbonyl-1,2,3,4-tetrahydro-2,2-dimethyl-4-quinolinone (0.10 g, 0.36 mmol) and iodomethane (0.50 mL, 8.0 mmol) in DMF (4 mL ) was added NaH (60% in mineral oil, 20 mg, 0.50 mmol) and the resulting mixture was stirred at rt for 2 h. The reaction was quenched with water (5 mL) and was extracted with EtOAc (2×15 mL). Removal of solvent and chromatography of the crude residue on a silica gel column using a 10% mixture of EtOAc and hexane as solvents afforded 90 mg (86%)... Reactants: C(C)(C)(C)OC(=O)N1C(CC(C2=CC=CC=C12)=O)(C)C (1-tert-butoxycarbonyl-1,2,3,4-tetrahydro-2,2-dimethyl-4-quinolinone), IC (iodomethane), [H-].[Na+] (NaH). The yield is 86.4%. Conditions: time 2 hour. The solvent is CN(C)C=O (DMF). Product: C(C)(C)(C)OC(=O)N1C(C(C(C2=CC=CC=C12)=O)C)(C)C (1-tert-butoxycarbonyl-1,2,3,4-tetrahydro-2,2,3-trimethyl-4-quinolinone). As a reaction SMILES: [C:1]([O:5][C:6]([N:8]1[C:17]2[C:12](=[CH:13][CH:14]=[CH:15][CH:16]=2)[C:11](=[O:18])[CH2:10][C:9]1([CH3:20])[CH3:19])=[O:7])([CH3:4])([CH3:3])[CH3:2].I[CH3:22].[H-].[Na+]>CN(C=O)C>[C:1]([O:5][C:6]([N:8]1[C:17]2[C:12](=[CH:13][CH:14]=[CH:15][CH:16]=2)[C:11](=[O:18])[CH:10]([CH3:22])[C:9]1([CH3:20])[CH3:19])=[O:7])([CH3:4])([CH3:2])[CH3:3] |f:2.3|. The reactants are N[C@@H](CC(C)C)CO (L-leucinol), C(=O)(OCC1=CC=CC=C1)N1[C@H](C(=O)O)CCC1 (N-carbobenzoxy-L-proline), CN1CCOCC1 (N-methylmorpholine), ClC(=O)OCC(C)C (isobutyl chloroformate). The solvent is CC(=O)C (acetone), O1CCCC1 (THF), O1CCCC1 (tetrahydrofuran). Reaction conditions: time 5 minute. Yields the product C(=O)(OCC1=CC=CC=C1)N1[C@H](C(=O)N[C@@H](CC(C)C)CO)CCC1 (N-carbobenzoxy-L-prolyl-L-leucinol). The yield is 58.0%. As a reaction SMILES: [C:1]([N:11]1[CH2:18][CH2:17][CH2:16][C@H:12]1[C:13]([OH:15])=O)([O:3][CH2:4][C:5]1[CH:10]=[CH:9][CH:8]=[CH:7][CH:6]=1)=[O:2].CN1CCOCC1.ClC(OCC(C)C)=O.[NH2:34][C@H:35]([CH2:40][OH:41])[CH2:36][CH:37]([CH3:39])[CH3:38]>O1CCCC1.CC(C)=O>[C:1]([N:11]1[CH2:18][CH2:17][CH2:16][C@H:12]1[C:13]([NH:34][C@H:35]([CH2:40][OH:41])[CH2:36][CH:37]([CH3:39])[CH3:38])=[O:15])([O:3][CH2:4][C:5]1[CH:6]=[CH:7][CH:8]=[CH:9][CH:10]=1)=[O:2]. Procedure: A solution containing 2.49 g (10 mmol) N-carbobenzoxy-L-proline and 1.01 g (10 mmol) N-methylmorpholine in approximately 100 ml tetrahydrofuran (THF) was cooled to -20° under nitrogen, and 1.37 g (10 mmol) isobutyl chloroformate was added with magnetic stirring. After five minutes, a solution of 1.17 g (10 mmol) L-leucinol in 5 mL THF was added, and the resulting reaction mixture was stirred for 30 minutes at 0°. THF evaporated under vacuum, and 30 mL water and 100 mL ethyl acetate were added to... Procedure details: To a solution of (2S,3R,4R,5S,6R)-2-(4-chloro-2-((2,3-dibromopropoxy)methyl)-5-(4-ethylbenzyl)phenyl)-6-(hydroxymethyl)tetrahydro-2H-pyran-3,4,5-triol (53.3 mg, 0.086 mmol) (prepared by bromination of compound I) in anhydrous ethanol (1.0 mL) was added potassium hydroxide (10.6 mg). The reaction mixture was refluxed and monitored by LC-MS. After 6 h, LC-MS showed the reaction was complete. The reaction mixture was concentrated and the residue was partitioned between EtOAc and water, the organic ... Solvent: C(C)O (ethanol). RXN SMILES: [Cl:1][C:2]1[C:7]([CH2:8][C:9]2[CH:14]=[CH:13][C:12]([CH2:15][CH3:16])=[CH:11][CH:10]=2)=[CH:6][C:5]([C@H:17]2[C@H:22]([OH:23])[C@@H:21]([OH:24])[C@H:20]([OH:25])[C@@H:19]([CH2:26][OH:27])[O:18]2)=[C:4]([CH2:28][O:29][CH2:30][CH:31](Br)[CH2:32]Br)[CH:3]=1.[OH-].[K+]>C(O)C>[Cl:1][C:2]1[C:7]([CH2:8][C:9]2[CH:10]=[CH:11][C:12]([CH2:15][CH3:16])=[CH:13][CH:14]=2)=[CH:6][C:5]([C@H:17]2[C@H:22]([OH:23])[C@@H:21]([OH:24])[C@H:20]([OH:25])[C@@H:19]([CH2:26][OH:27])[O:18]2)=[C:4]([CH2:28][O:29][CH2:30][C:31]#[CH:32])[CH:3]=1 |f:1.2|. Run at time 6 hour. Product: ClC1=CC(=C(C=C1CC1=CC=C(C=C1)CC)[C@@H]1O[C@@H]([C@H]([C@@H]([C@H]1O)O)O)CO)COCC#C ((2S,3R,4R,5S,6R)-2-(4-chloro-5-(4-ethylbenzyl)-2-((prop-2-ynyloxy)methyl)phenyl)-6-(hydroxymethyl)tetrahydro-2H-pyran-3,4,5-triol). Isolated yield 53.0%. The reactants are ClC1=CC(=C(C=C1CC1=CC=C(C=C1)CC)[C@@H]1O[C@@H]([C@H]([C@@H]([C@H]1O)O)O)CO)COCC(CBr)Br ((2S,3R,4R,5S,6R)-2-(4-chloro-2-((2,3-dibromopropoxy)methyl)-5-(4-ethylbenzyl)phenyl)-6-(hydroxymethyl)tetrahydro-2H-pyran-3,4,5-triol), ClC1=CC(=C(C=C1CC1=CC=C(C=C1)CC)[C@@H]1O[C@@H]([C@H]([C@@H]([C@H]1O)O)O)CO)COCC(CBr)Br ((2S,3R,4R,5S,6R)-2-(4-chloro-2-((2,3-dibromopropoxy)methyl)-5-(4-ethylbenzyl)phenyl)-6-(hydroxymethyl)tetrahydro-2H-pyran-3,4,5-triol), [OH-].[K+] (potassium hydroxide). Reactants: CC(C)(C)O, C1COCCO1, CC=C(C)C, [O-][Cl+][O-], Cl, [Na+], [Na+], [Na+], [Na+], O, Cc1ccc(C(F)(F)F)c(O)c1C=O, O=P([O-])(O)O, O=S([O-])([O-])=S. Yields the product Cc1ccc(C(F)(F)F)c(O)c1C(=O)O. Reaction SMILES: [C:39]([OH:40])([CH3:41])([CH3:42])[CH3:43].[CH2:44]1[O:45][CH2:46][CH2:47][O:48][CH2:49]1.[CH3:26][C:27](=[CH:28][CH3:29])[CH3:30].[Cl+:1]([O-:2])[O-:3].[ClH:38].[Na+:11].[Na+:36].[Na+:37].[Na+:4].[OH2:5].[OH:12][c:13]1[c:14]([CH:15]=[O:16])[c:17]([CH3:25])[cH:18][cH:19][c:20]1[C:21]([F:22])([F:23])[F:24].[P:6]([O-:7])([OH:8])([OH:9])=[O:10].[S:31]([O-:32])(=[O:33])([O-:34])=[S:35]>>[OH:12][c:13]1[c:14]([C:15](=[O:16])[OH:33])[c:17]([CH3:25])[cH:18][cH:19][c:20]1[C:21]([F:22])([F:23])[F:24].